Task: describe an organic reaction: reactants, conditions, products, and yield. Dataset: the Open Reaction Database (ORD), a public repository of structured organic reaction records Reactants: FC1=C(C(=O)O)C=C(C(=C1F)F)F (2,3,4,5-tetrafluorobenzoic acid), [OH-].[Na+] (sodium hydroxide). Solvent: CN1C(N(CC1)C)=O (1,3-dimethyl-2-imidazolidinone). Reaction conditions: temperature 130 celsius, time 3 hour. Yields the product FC1=C(C(C(=O)O)=CC(=C1F)F)O (3,4,5-trifluorosalicylic acid). The yield is 29.7%. As a reaction SMILES: F[C:2]1[C:10]([F:11])=[C:9]([F:12])[C:8]([F:13])=[CH:7][C:3]=1[C:4]([OH:6])=[O:5].[OH-:14].[Na+]>CN1CCN(C)C1=O>[F:11][C:10]1[C:9]([F:12])=[C:8]([F:13])[CH:7]=[C:3]([C:4]([OH:6])=[O:5])[C:2]=1[OH:14] |f:1.2|. Reported procedure: 3.88 g (0.02 mole) of 2,3,4,5-tetrafluorobenzoic acid, 3.23 g (0.08 mole) of powdery 99% sodium hydroxide and 40 ml of 1,3-dimethyl-2-imidazolidinone were fed into a 200-ml four-necked flask provided with a thermometer, a stirrer and a reflux condenser. The mixture was stirred at 130° C. for 3 hours to give rise to a reaction. Then, the same post-treatment as in Example 1 was conducted to obtain 1.14 g of 3,4,5-trifluorosalicylic acid. The isolated yield was 29.7% relative to the 2,3,4,5-tetrafl... The reactants are BrCCCc1ccccc1, COc1cc(Sc2nc3c(N)ncnc3[nH]2)cc(OC)c1OC. As a reaction SMILES: [Br:24][CH2:25][CH2:26][CH2:27][c:28]1[cH:29][cH:30][cH:31][cH:32][cH:33]1.[CH3:1][O:2][c:3]1[cH:4][c:5]([S:13][c:14]2[nH:15][c:16]3[n:17][cH:18][n:19][c:20]([NH2:23])[c:21]3[n:22]2)[cH:6][c:7]([O:11][CH3:12])[c:8]1[O:9][CH3:10]>>[CH3:1][O:2][c:3]1[cH:4][c:5]([S:13][c:14]2[n:15]([CH2:25][CH2:26][CH2:27][c:28]3[cH:29][cH:30][cH:31][cH:32][cH:33]3)[c:16]3[n:17][cH:18][n:19][c:20]([NH2:23])[c:21]3[n:22]2)[cH:6][c:7]([O:11][CH3:12])[c:8]1[O:9][CH3:10]. Yields the product COc1cc(Sc2nc3c(N)ncnc3n2CCCc2ccccc2)cc(OC)c1OC. The reactants are N1=C(C=CC2=CC=CC=C12)COC1=CC=C(C=O)C=C1 (4-(2-quinolinylmethoxy)benzaldehyde), C1(=CC=CC=C1)CCC[Mg]Br (3-phenylpropylmagnesium bromide). The solvent is C1CCOC1 (THF). Run at time 30 minute. Product: C1(=CC=CC=C1)CCCC(O)C1=CC=C(C=C1)OCC1=NC2=CC=CC=C2C=C1 (4-phenyl-1-(4-(2-quinolinylmethoxy)phenyl)butanol). RXN SMILES: [N:1]1[C:10]2[C:5](=[CH:6][CH:7]=[CH:8][CH:9]=2)[CH:4]=[CH:3][C:2]=1[CH2:11][O:12][C:13]1[CH:20]=[CH:19][C:16]([CH:17]=[O:18])=[CH:15][CH:14]=1.[C:21]1([CH2:27][CH2:28][CH2:29][Mg]Br)[CH:26]=[CH:25][CH:24]=[CH:23][CH:22]=1>C1COCC1>[C:21]1([CH2:27][CH2:28][CH2:29][CH:17]([C:16]2[CH:19]=[CH:20][C:13]([O:12][CH2:11][C:2]3[CH:3]=[CH:4][C:5]4[C:10](=[CH:9][CH:8]=[CH:7][CH:6]=4)[N:1]=3)=[CH:14][CH:15]=2)[OH:18])[CH:26]=[CH:25][CH:24]=[CH:23][CH:22]=1. Procedure details: To a solution of the aldehyde from Step I, (1.34 g) in THF at 0° was added dropwise the 3-phenylpropylmagnesium bromide (1.1 mol. equiv., from above). After 30 mins, the reaction was quenched by the addition of 25% aqueous NH4OAc solution. The mixture was then extracted with ethyl acetate (×2), the organic phase was washed with brine (×2), dried and evaporated under reduced pressure. The title compound was obtained after recrystallization from ethyl acetate/hexane, m.p. 118°-119°. The reactants are CC1(CC=C(CC1)C1=C(C=CC(=C1)C1(CCC(CC1)(OC)OC)O)NC(=O)C=1NC(=CN1)C#N)C (5-Cyano-1H-imidazole-2-carboxylic acid [2-(4,4-dimethyl-cyclohex-1-enyl)-4-(1-hydroxy-4,4-dimethoxy-cyclohexyl)-phenyl]-amide), LiBF4. Solvent: CC#N (CH3CN). Yields the product CC1(CC=C(CC1)C1=C(C=CC(=C1)C1(CCC(CC1)=O)O)NC(=O)C=1NC(=CN1)C#N)C (5-Cyano-1H-imidazole-2-carboxylic acid [2-(4,4-dimethyl-cyclohex-1-enyl)-4-(1-hydroxy-4-oxo-cyclohexyl)-phenyl]-amide). RXN SMILES: [CH3:1][C:2]1([CH3:35])[CH2:7][CH2:6][C:5]([C:8]2[CH:13]=[C:12]([C:14]3([OH:24])[CH2:19][CH2:18][C:17](OC)([O:20]C)[CH2:16][CH2:15]3)[CH:11]=[CH:10][C:9]=2[NH:25][C:26]([C:28]2[NH:29][C:30]([C:33]#[N:34])=[CH:31][N:32]=2)=[O:27])=[CH:4][CH2:3]1>CC#N>[CH3:1][C:2]1([CH3:35])[CH2:7][CH2:6][C:5]([C:8]2[CH:13]=[C:12]([C:14]3([OH:24])[CH2:15][CH2:16][C:17](=[O:20])[CH2:18][CH2:19]3)[CH:11]=[CH:10][C:9]=2[NH:25][C:26]([C:28]2[NH:29][C:30]([C:33]#[N:34])=[CH:31][N:32]=2)=[O:27])=[CH:4][CH2:3]1. Procedure details: The title compound is prepared from 5-cyano-1H-imidazole-2-carboxylic acid [2-(4,4-dimethyl-cyclohex-1-enyl)-4-(1-hydroxy-4,4-dimethoxy-cyclohexyl)-phenyl]-amide (as prepared in Example 19) by treatment with LiBF4 in wet CH3CN using the procedure of Lipshutz, B. and Harvey, D., Synth. Commun., 12, 267 (1982). The reactants are CCCCc1nc2ccc(C(C)(C)O)cc2c(=O)n1Cc1ccc(Br)cc1, C1CCOC1, [H-], CI, [Na+]. The product is CCCCc1nc2ccc(C(C)(C)OC)cc2c(=O)n1Cc1ccc(Br)cc1. RXN SMILES: [Br:5][c:6]1[cH:7][cH:8][c:9]([CH2:12][n:13]2[c:14]([CH2:28][CH2:29][CH2:30][CH3:31])[n:15][c:16]3[cH:17][cH:18][c:19]([C:24]([CH3:25])([CH3:26])[OH:27])[cH:20][c:21]3[c:22]2=[O:23])[cH:10][cH:11]1.[CH2:32]1[O:33][CH2:34][CH2:35][CH2:36]1.[H-:1].[I:3][CH3:4].[Na+:2]>>[CH3:4][O:27][C:24]([c:19]1[cH:18][cH:17][c:16]2[n:15][c:14]([CH2:28][CH2:29][CH2:30][CH3:31])[n:13]([CH2:12][c:9]3[cH:8][cH:7][c:6]([Br:5])[cH:11][cH:10]3)[c:22](=[O:23])[c:21]2[cH:20]1)([CH3:25])[CH3:26].